From a dataset of the Open Reaction Database (ORD), a public repository of structured organic reaction records. describe an organic reaction: reactants, conditions, products, and yield Procedure: Using the procedure of Example 1 Step 2, (R)-tert-butyl 3-((5-bromo-2-chloropyrimidin-4-yloxy)methyl)pyrrolidine-1-carboxylate was reacted with cis-4-methylcyclohexanamine to provide the title compound at 55% yield. 1H NMR (CDCl3, 400 MHz) δ 8.06 (s, 1H), 5.13 (sb, 1H), 4.28 (m, 2H), 3.96 (m, 1H), 3.60-3.15 (m, 4H), 2.66 (m, 1H), 2.02 (m, 1H), 1.77-1.58 (m, 7H), 1.44 (s, 9H), 1.28-1.16 (m, 3H), 0.91 (d, 3H); MS (ESI) m/z: Calc: 544.2 (M+). Found. 545.2 (M+1). The product is C[C@H]1CC[C@H](CC1)NC1=NC=C(C(=N1)OC[C@H]1CN(CC1)C(=O)OC(C)(C)C)Br ((R)-tert-butyl 3-((2-(cis-4-methylcyclohexylamino)-5-bromopyrimidin-4-yloxy)methyl)pyrrolidine-1-carboxylate). Starting materials: BrC=1C(=NC(=NC1)Cl)OC[C@H]1CN(CC1)C(=O)OC(C)(C)C ((R)-tert-butyl 3-((5-bromo-2-chloropyrimidin-4-yloxy)methyl)pyrrolidine-1-carboxylate), C[C@H]1CC[C@H](CC1)N (cis-4-methylcyclohexanamine). Reaction SMILES: [Br:1][C:2]1[C:3]([O:9][CH2:10][C@@H:11]2[CH2:15][CH2:14][N:13]([C:16]([O:18][C:19]([CH3:22])([CH3:21])[CH3:20])=[O:17])[CH2:12]2)=[N:4][C:5](Cl)=[N:6][CH:7]=1.[CH3:23][C@@H:24]1[CH2:29][CH2:28][C@H:27]([NH2:30])[CH2:26][CH2:25]1>>[CH3:23][C@@H:24]1[CH2:29][CH2:28][C@H:27]([NH:30][C:5]2[N:4]=[C:3]([O:9][CH2:10][C@@H:11]3[CH2:15][CH2:14][N:13]([C:16]([O:18][C:19]([CH3:22])([CH3:21])[CH3:20])=[O:17])[CH2:12]3)[C:2]([Br:1])=[CH:7][N:6]=2)[CH2:26][CH2:25]1. Isolated yield 55.0%. Yields the product N1(C=NC=C1)C1=CC=C(OC2CCN(CC2)CC(C)C)C=C1 (4-(4-Imidazol-1-yl-phenoxy)-1-isobutyl-piperidine), solid. As a reaction SMILES: [N:1]1([C:6]2[CH:18]=[CH:17][C:9]([O:10][CH:11]3[CH2:16][CH2:15][NH:14][CH2:13][CH2:12]3)=[CH:8][CH:7]=2)[CH:5]=[CH:4][N:3]=[CH:2]1.[C:19]1(=O)[CH2:24][CH2:23]CCC1.[CH2:26]([Sn](Cl)(Cl)CCCC)CCC.C1([SiH3])C=CC=CC=1>C1COCC1>[N:1]1([C:6]2[CH:7]=[CH:8][C:9]([O:10][CH:11]3[CH2:12][CH2:13][N:14]([CH2:26][CH:24]([CH3:23])[CH3:19])[CH2:15][CH2:16]3)=[CH:17][CH:18]=2)[CH:5]=[CH:4][N:3]=[CH:2]1. Run in C1CCOC1 (THF). Run at time 16 hour. Reported procedure: A solution of the product of Example 6 (130 mg), cyclohexanone (0.06 mL), and dibutyltin dichloride (3 mg) in THF (0.1 mL) was treated with phenylsilane (0.07 mL). After 16 h, the resulting mixture was chromatographed (0–8% 2M methanolic ammonia/DCM), giving the title compound as a waxy solid (18 mg). 1H NMR (400 MHz, CDCl3): 7.75 (t, J=1.2 Hz, 1H), 7.28 (d, J=9.0 Hz, 2H), 7.20 (t, J=1.4 Hz, 1H), 7.18 (t, J=1.2 Hz, 1H), 6.99 (d, J=8.8 Hz, 2H), 4.35–4.27 (m, 1H), 2.76–2.67 (m, 2H), 2.26–2.18 (m, ... Reactants: N1(C=NC=C1)C1=CC=C(OC2CCNCC2)C=C1 (4-(4-Imidazol-1-yl-phenoxy)-piperidine), C1(CCCCC1)=O (cyclohexanone), C(CCC)[Sn](CCCC)(Cl)Cl (dibutyltin dichloride), C1(=CC=CC=C1)[SiH3] (phenylsilane). The reactants are NC1=NC(=NC(=N1)Cl)Cl (2-amino-4,6-dichloro-1,3,5-triazine), CO (methanol), [OH-].[K+] (potassium hydroxide). Run at time 1 hour. Product: NC1=NC(=NC(=N1)Cl)OC (2-amino-4-chloro-6-methoxy-1,3,5-triazine). RXN SMILES: [NH2:1][C:2]1[N:7]=[C:6]([Cl:8])[N:5]=[C:4](Cl)[N:3]=1.[OH-:10].[K+].[CH3:12]O>>[NH2:1][C:2]1[N:7]=[C:6]([Cl:8])[N:5]=[C:4]([O:10][CH3:12])[N:3]=1 |f:1.2|. Procedure details: To a suspension of 50.0 g (0.3 mol) of 2-amino-4,6-dichloro-1,3,5-triazine in 600 mL of methanol was added portionwise 19.5 g (0.3 mol) of 85% potassium hydroxide pellets with the temperature being kept between 15°-20°. The resulting suspension was stirred at 10°-15° for one hour and then allowed to warm to room temperature over 1.5 hours. The white solid was collected, washed three times with water, and dried in vacuo to give 37.1 g of 2-amino-4-chloro-6-methoxy-1,3,5-triazine with m.p. 221°-22... Reactants: N([C@@H](CCCNC(NS(=O)(=O)C1=C(C)C=C(C)C=C1C)=N)C(=O)O)C(=O)OCC1=CC=CC=C1 (Z-Arg(Mts)-OH), CN1CCOCC1 (N-methylmorpholine), N[C@@H](CC(C)C)C(=O)OCC1=CC=CC=C1 (H-Leu-OBzl), CN1CCOCC1 (N-methylmorpholine), S(=O)(=O)(C1=CC=C(C)C=C1)O (Tos-OH), ClC(=O)OCC (ethyl chloroformate). The solvent is O1CCCC1 (tetrahydrofuran), CN(C=O)C (dimethylformamide). Run at temperature -5 celsius, time 5 minute. Yields the product N([C@@H](CCCNC(NS(=O)(=O)C1=C(C)C=C(C)C=C1C)=N)C(=O)N[C@@H](CC(C)C)C(=O)OCC1=CC=CC=C1)C(=O)OCC1=CC=CC=C1 (Z-Arg(Mts)-Leu-OBzl). As a reaction SMILES: [NH:1]([C:25]([O:27][CH2:28][C:29]1[CH:34]=[CH:33][CH:32]=[CH:31][CH:30]=1)=[O:26])[C@H:2]([C:22](O)=[O:23])[CH2:3][CH2:4][CH2:5][NH:6][C:7](=[NH:21])[NH:8][S:9]([C:12]1[C:19]([CH3:20])=[CH:18][C:16]([CH3:17])=[CH:15][C:13]=1[CH3:14])(=[O:11])=[O:10].CN1CCOCC1.ClC(OCC)=O.S(O)(C1C=CC(C)=CC=1)(=O)=O.[NH2:59][C@H:60]([C:65]([O:67][CH2:68][C:69]1[CH:74]=[CH:73][CH:72]=[CH:71][CH:70]=1)=[O:66])[CH2:61][CH:62]([CH3:64])[CH3:63]>O1CCCC1.CN(C)C=O>[NH:1]([C:25]([O:27][CH2:28][C:29]1[CH:30]=[CH:31][CH:32]=[CH:33][CH:34]=1)=[O:26])[C@H:2]([C:22]([NH:59][C@H:60]([C:65]([O:67][CH2:68][C:69]1[CH:74]=[CH:73][CH:72]=[CH:71][CH:70]=1)=[O:66])[CH2:61][CH:62]([CH3:64])[CH3:63])=[O:23])[CH2:3][CH2:4][CH2:5][NH:6][C:7](=[NH:21])[NH:8][S:9]([C:12]1[C:13]([CH3:14])=[CH:15][C:16]([CH3:17])=[CH:18][C:19]=1[CH3:20])(=[O:10])=[O:11]. Procedure: In 300 ml of tetrahydrofuran is dissolved 49.0 g (100 millimoles) of Z-Arg(Mts)-OH, and 11 ml of N-methylmorpholine is added to the solution and the mixture is stirred at -5° C. for 5 minutes. Then, 9.6 ml of ethyl chloroformate is added to the mixture, and a cooled solution of 39.4 g (100 millimoles) of Tos-OH.H-Leu-OBzl and 11 ml of N-methylmorpholine in dimethylformamide is added to the above mixture. The resulting mixture is stirred at -5° to 0° C. for 4 hours and concentrated under reduced ... Procedure details: To a suspension of and lithium aluminum Hydride (LAH) (2.0 g) in THF (50 ml) was gradually added diethyl 8-(1,3-benzodioxol-5-yl)-1,3-dioxolo[4,5-f]quinoline-7,8-dicarboxylate (2.4 g) which was synthesized by the ordinally method described in E. A. Fehnel, Journal of organic Chemistry, vol.31, 2899-2092, 1966 or W. Ried, et al., Chemische Berichte, vol.85,204-216, at 0° C. The mixture was stirred for 1 hour at room temperature. To the reaction mixture was added water to stop the reaction, then t... The reactants are O1COC2=C1C=CC(=C2)C2(C(N=C1C=CC3=C(C1=C2)OCO3)C(=O)OCC)C(=O)OCC (diethyl 8-(1,3-benzodioxol-5-yl)-1,3-dioxolo[4,5-f]quinoline-7,8-dicarboxylate), [H-].[Al+3].[Li+].[H-].[H-].[H-] (lithium aluminum Hydride), O (water). The solvent is C1CCOC1 (THF). Reaction SMILES: [H-].[Al+3].[Li+].[H-].[H-].[H-].O1C2C=CC([C:16]3(C(OCC)=O)[CH:25]=[C:24]4[C:19]([CH:20]=[CH:21][C:22]5[O:28][CH2:27][O:26][C:23]=54)=[N:18][CH:17]3[C:29]([O:31][CH2:32]C)=[O:30])=CC=2OC1.[OH2:39]>C1COCC1>[O:39]1[C:22]2[CH:21]=[CH:20][C:19]([C:25]3[C:24]4[C:19](=[CH:20][CH:21]=[C:22]5[O:28][CH2:27][O:26][C:23]5=4)[N:18]=[C:17]4[C:29](=[O:30])[O:31][CH2:32][C:16]=34)=[CH:24][C:23]=2[O:26][CH2:27]1 |f:0.1.2.3.4.5|. Yields the product O1COC2=C1C=CC(=C2)C2=C1C(=NC3=CC=C4C(=C23)OCO4)C(OC1)=O (10-(1,3-Benzodioxol-5-yl)-1,3-dioxolo[4,5-f]furo[3,4-b]quinolin-7(9H)-one). Conditions: time 1 hour. Starting materials: C1CNCCN1, Cc1ccccc1, Clc1ncccn1, [I-], [K+], [Na+], [Na+], O=C([O-])[O-]. Product: c1cnc(N2CCNCC2)nc1. RXN SMILES: [CH2:1]1[CH2:2][NH:3][CH2:4][CH2:5][NH:6]1.[CH3:22][c:23]1[cH:24][cH:25][cH:26][cH:27][cH:28]1.[Cl:15][c:16]1[n:17][cH:18][cH:19][cH:20][n:21]1.[I-:8].[K+:7].[Na+:10].[Na+:9].[O-:11][C:12](=[O:13])[O-:14]>>[CH2:1]1[CH2:2][N:3]([c:16]2[n:17][cH:18][cH:19][cH:20][n:21]2)[CH2:4][CH2:5][NH:6]1.